This data is from the Open Reaction Database (ORD), a public repository of structured organic reaction records. The task is: describe an organic reaction: reactants, conditions, products, and yield Reactants: O=C(c1ncc[nH]1)c1ncc[nH]1, COc1cc(C(=O)O)nc(-c2ccc(N(C)C)cc2)c1, CN(C)C=O, Nc1nnn[nH]1. Yields the product COc1cc(C(=O)Nc2nnn[nH]2)nc(-c2ccc(N(C)C)cc2)c1. Reaction SMILES: [C:21]([c:22]1[nH:23][cH:24][cH:25][n:26]1)([c:27]1[nH:28][cH:29][cH:30][n:31]1)=[O:32].[CH3:1][O:2][c:3]1[cH:4][c:5]([C:18](=[O:19])[OH:20])[n:6][c:7](-[c:9]2[cH:10][cH:11][c:12]([N:15]([CH3:16])[CH3:17])[cH:13][cH:14]2)[cH:8]1.[CH3:39][N:40]([CH3:41])[CH:42]=[O:43].[NH2:33][c:34]1[n:35][n:36][n:37][nH:38]1>>[CH3:1][O:2][c:3]1[cH:4][c:5]([C:18](=[O:20])[NH:33][c:34]2[nH:35][n:36][n:37][n:38]2)[n:6][c:7](-[c:9]2[cH:10][cH:11][c:12]([N:15]([CH3:16])[CH3:17])[cH:13][cH:14]2)[cH:8]1.